This data is from the Open Reaction Database (ORD), a public repository of structured organic reaction records. The task is: describe an organic reaction: reactants, conditions, products, and yield Reagents/catalysts: [Cu] (copper). Reported procedure: To a solution of 2,3-difluoroaniline (5.0 g, 38 mmol) in aqueous tetrafluoroboric acid (48%, 18 ml) was added sodium nitrite (3.9 g, 57 mmol) over 20 min while cooling in an ice/salt bath. After 1 h the mixture was filtered and washed successively with aqueous tetrafluoroboric acid and a mixture of acetone/diethyl ether (40:60). The precipitate was added to a mixture of copper (8.0 g, 121 mmol) and sodium nitrite (39 g, 570 mmol) in water (90 ml) over 20 min. After 1 h the mixture was acidified ... The product is FC1=C(C(=CC=C1)[N+](=O)[O-])F (1,2-Difluoro-3-nitrobenzene). The solvent is F[B-](F)(F)F.[H+] (tetrafluoroboric acid), O (water). RXN SMILES: [F:1][C:2]1[C:8]([F:9])=[CH:7][CH:6]=[CH:5][C:3]=1N.[N:10]([O-:12])=[O:11].[Na+].S(=O)(=O)(O)O>F[B-](F)(F)F.[H+].O.[Cu]>[F:1][C:2]1[CH:3]=[CH:5][CH:6]=[C:7]([N+:10]([O-:12])=[O:11])[C:8]=1[F:9] |f:1.2,4.5|. The reactants are FC1=C(N)C=CC=C1F (2,3-difluoroaniline), N(=O)[O-].[Na+] (sodium nitrite), S(O)(O)(=O)=O (sulphuric acid), N(=O)[O-].[Na+] (sodium nitrite). Yield: 76.6%. Reaction conditions: time 8 hour. Reaction SMILES: Br.[O:2]=[C:3]1[CH:7]=[C:6]([C@H:8]2[CH2:13][CH2:12][N:11](C(OC)=O)[C@H:10]([CH2:18][C:19]3[CH:24]=[CH:23][C:22]([C:25]([F:28])([F:27])[F:26])=[CH:21][CH:20]=3)[CH2:9]2)[O:5][NH:4]1>>[F:28][C:25]([F:26])([F:27])[C:22]1[CH:21]=[CH:20][C:19]([CH2:18][C@@H:10]2[CH2:9][C@@H:8]([C:6]3[O:5][NH:4][C:3](=[O:2])[CH:7]=3)[CH2:13][CH2:12][NH:11]2)=[CH:24][CH:23]=1. The reactants are Br (Hydrogen bromide), O=C1NOC(=C1)[C@@H]1C[C@H](N(CC1)C(=O)OC)CC1=CC=C(C=C1)C(F)(F)F ((2S,4S)-methyl 4-(3-oxo-2,3-dihydroisoxazol-5-yl)-2-(4-(trifluoromethyl)benzyl)piperidine-1-carboxylate). The product is FC(C1=CC=C(C[C@H]2NCC[C@@H](C2)C2=CC(NO2)=O)C=C1)(F)F (5-((2S,4S)-2-(4-(trifluoromethyl)benzyl)piperidin-4-yl)isoxazol-3(2H)-one). Procedure: Hydrogen bromide (33% in acetic acid, 5 mL) was added to a reaction flask containing (2S,4S)-methyl 4-(3-oxo-2,3-dihydroisoxazol-5-yl)-2-(4-(trifluoromethyl)benzyl)piperidine-1-carboxylate (77 mg, 0.20 mmol). The reaction was stirred vigorously overnight. The solvent was evaporated. Purification using PrepLC (pH=11, small column, sample dissolved in MeOH, gradient 5-45, 20 min) yielded 5-((2S,4S)-2-(4-(trifluoromethyl)benzyl)piperidin-4-yl)isoxazol-3(2H)-one (50 mg, 76%). 1H NMR (600 MHz, cd3od)... Starting materials: FC1=C(C=CC(=C1)F)C(CC=1C=CC=2N(N1)C(=NN2)C(C)C)=O (1-(2,4-difluorophenyl)-2-(3-isopropyl-[1,2,4]triazolo[4,3-b]pyridazin-6-yl)ethanone), Cl.ClC1=C(C(=CC=C1)Cl)NN ((2,6-dichlorophenyl)hydrazine hydrochloride), O (water), COC(N(C)C)OC (N,N-dimethylformamide dimethyl acetal). Run in CCO (EtOH). Reaction conditions: temperature 85 celsius. Yields the product ClC1=C(C(=CC=C1)Cl)N1N=C(C(=C1)C=1C=CC=2N(N1)C(=NN2)C(C)C)C2=C(C=C(C=C2)F)F (6-(1-(2,6-Dichlorophenyl)-3-(2,4-difluorophenyl)-1H-pyrazol-4-yl)-3-isopropyl-[1,2,4]triazolo[4,3-b]pyridazine). Yield: 34.9%. RXN SMILES: [F:1][C:2]1[CH:7]=[C:6]([F:8])[CH:5]=[CH:4][C:3]=1[C:9](=O)[CH2:10][C:11]1[CH:12]=[CH:13][C:14]2[N:15]([C:17]([CH:20]([CH3:22])[CH3:21])=[N:18][N:19]=2)[N:16]=1.Cl.[Cl:25][C:26]1[CH:31]=[CH:30][CH:29]=[C:28]([Cl:32])[C:27]=1[NH:33][NH2:34].[CH3:35]OC(OC)N(C)C.O>CCO>[Cl:25][C:26]1[CH:31]=[CH:30][CH:29]=[C:28]([Cl:32])[C:27]=1[N:33]1[CH:35]=[C:10]([C:11]2[CH:12]=[CH:13][C:14]3[N:15]([C:17]([CH:20]([CH3:22])[CH3:21])=[N:18][N:19]=3)[N:16]=2)[C:9]([C:3]2[CH:4]=[CH:5][C:6]([F:8])=[CH:7][C:2]=2[F:1])=[N:34]1 |f:1.2|. Procedure details: The 1-(2,4-difluorophenyl)-2-(3-isopropyl-[1,2,4]triazolo[4,3-b]pyridazin-6-yl)ethanone (0.200 g, 0.632 mmol, Preparation #K.1) in EtOH (2 mL) was treated with (2,6-dichlorophenyl)hydrazine hydrochloride (0.148 g, 0.696 mmol) then the mixture was heated at about 85° C. for about 10 min. The mixture was cooled then N,N-dimethylformamide dimethyl acetal (1.50 mL, 11.2 mmol) was added and the mixture was heated to about 85° C. for about 1 h. The mixture was cooled then water (2 mL) was added and th... Reactants: C(=O)(C(F)(F)F)O (TFA), ClC=1C=CC(=NC1)C(C)(O)[C@@H]1CC[C@H](CC1)C(=O)OCCCC (trans-butyl 4-(1-(5-chloropyridin-2-yl)-1-hydroxyethyl)cyclohexanecarboxylate), C1(CC1)C1=NC(=NC=C1)NC1=CC(=CC(=C1)B1OC(C(O1)(C)C)(C)C)C (4-cyclopropyl-N-[3-methyl-5-(4,4,5,5-tetramethyl-1,3,2-dioxaborolan-2-yl)phenyl]pyrimidin-2-amine), CC(C)C1=CC(=C(C(=C1)C(C)C)C2=C(C=CC(=C2P(C3CCCCC3)C4CCCCC4)OC)OC)C(C)C (BrettPhos), C([O-])([O-])=O.[Na+].[Na+] (sodium carbonate). The reagents and catalysts are CC(C)C1=CC(=C(C(=C1)C(C)C)C2=C(C=CC(=C2P(C3CCCCC3)C4CCCCC4)OC)OC)C(C)C.C1=CC=C([C-]=C1)CCN.Cl[Pd+] (BrettPhos Precatalyst). Solvent: O1CCOCC1 (dioxane). Run at temperature 100 celsius. Yields the product C1(CC1)C1=NC(=NC=C1)NC=1C=C(C=C(C1)C)C=1C=CC(=NC1)C(C)(O)[C@@H]1CC[C@H](CC1)C(=O)OCCCC (trans-butyl 4-(1-(5-(3-(4-cyclopropylpyrimidin-2-ylamino)-5-methylphenyl)pyridin-2-yl)-1-hydroxyethyl)cyclohexanecarboxylate). RXN SMILES: Cl[C:2]1[CH:3]=[CH:4][C:5]([C:8]([C@H:11]2[CH2:16][CH2:15][C@H:14]([C:17]([O:19][CH2:20][CH2:21][CH2:22][CH3:23])=[O:18])[CH2:13][CH2:12]2)([OH:10])[CH3:9])=[N:6][CH:7]=1.[CH:24]1([C:27]2[CH:32]=[CH:31][N:30]=[C:29]([NH:33][C:34]3[CH:39]=[C:38](B4OC(C)(C)C(C)(C)O4)[CH:37]=[C:36]([CH3:49])[CH:35]=3)[N:28]=2)[CH2:26][CH2:25]1.CC(C1C=C(C(C)C)C(C2C(P(C3CCCCC3)C3CCCCC3)=C(OC)C=CC=2OC)=C(C(C)C)C=1)C.C(=O)([O-])[O-].[Na+].[Na+].C(O)(C(F)(F)F)=O>CC(C1C=C(C(C)C)C(C2C(P(C3CCCCC3)C3CCCCC3)=C(OC)C=CC=2OC)=C(C(C)C)C=1)C.C1C=[C-]C(CCN)=CC=1.Cl[Pd+].O1CCOCC1>[CH:24]1([C:27]2[CH:32]=[CH:31][N:30]=[C:29]([NH:33][C:34]3[CH:39]=[C:38]([C:2]4[CH:3]=[CH:4][C:5]([C:8]([C@H:11]5[CH2:16][CH2:15][C@H:14]([C:17]([O:19][CH2:20][CH2:21][CH2:22][CH3:23])=[O:18])[CH2:13][CH2:12]5)([OH:10])[CH3:9])=[N:6][CH:7]=4)[CH:37]=[C:36]([CH3:49])[CH:35]=3)[N:28]=2)[CH2:26][CH2:25]1 |f:3.4.5,7.8.9|. Procedure: A mixture of trans-butyl 4-(1-(5-chloropyridin-2-yl)-1-hydroxyethyl)cyclohexanecarboxylate (110 mg, 0.324 mmol), 4-cyclopropyl-N-[3-methyl-5-(4,4,5,5-tetramethyl-1,3,2-dioxaborolan-2-yl)phenyl]pyrimidin-2-amine (114 mg, 0.324 mmol), BrettPhos Precatalyst (13.0 mg, 0.016 mmol), BrettPhos (18.0 mg, 0.034 mmol) and sodium carbonate (330 μl, 0.660 mmol) in dioxane (1618 μl) was heated to 100° C. for 2 hours. The reaction mixture was cooled to room temperature and TFA (0.5 mL) was added. The reaction...